describe an organic reaction: reactants, conditions, products, and yield From a dataset of the Open Reaction Database (ORD), a public repository of structured organic reaction records. The reactants are [Si](C)(C)(C(C)(C)C)OCCCCCCBr (1-t-butyldimethylsilyloxy-6-bromohexane), [C-]#N.[Na+] (Sodium cyanide), [C-]#N.[Na+] (sodium cyanide). The solvent is CS(=O)C (dimethylsulphoxide). Reaction conditions: temperature 90 celsius. Yields the product [Si](C)(C)(C(C)(C)C)OCCCCCCC#N (1-t-Butyldimethylsilyloxy-6-cyano-hexane). Reaction SMILES: [C-:1]#[N:2].[Na+].[Si:4]([O:11][CH2:12][CH2:13][CH2:14][CH2:15][CH2:16][CH2:17]Br)([C:7]([CH3:10])([CH3:9])[CH3:8])([CH3:6])[CH3:5]>CS(C)=O>[Si:4]([O:11][CH2:12][CH2:13][CH2:14][CH2:15][CH2:16][CH2:17][C:1]#[N:2])([C:7]([CH3:10])([CH3:9])[CH3:8])([CH3:6])[CH3:5] |f:0.1|. Reported procedure: Sodium cyanide (1.2 g) dissolved in dimethylsulphoxide was heated at 90° C. for 30 min. Solid 1-t-butyldimethylsilyloxy-6-bromohexane (5.8 g, compound X1) prepared according to the method previously described (ref. 37), then was added into the sodium cyanide solution. After heating at 120-130° C. for 20-180 min, the reaction mixture was poured into ice-cold water and the aqueous layer was extracted with ether, washed with brine, dried and concentrated. The product was distilled at 0.5 Torr and 1... Reactants: FC(C(C1(OCC(O1)CO)C(C(C(F)(F)F)(F)F)(F)F)(F)F)(C(F)(F)F)F (2,2-bis(heptafluoropropyl)-4-hydroxymethyl-1,3-dioxolane), O (water), [O-]C#N.[Na+] (sodium cyanate), FC(C(=O)[O-])(F)F (trifluoroacetate). Solvent: C(Cl)Cl (methylene dichloride). Reaction conditions: time 24 hour. Yields the product FC(C(C1(OCC(O1)COC(N)=O)C(C(C(F)(F)F)(F)F)(F)F)(F)F)(C(F)(F)F)F (2,2-Bis(Heptafluoropropyl)-4-Carbamoyloxymethyl-1,3-Dioxolane). RXN SMILES: [F:1][C:2]([F:27])([C:23]([F:26])([F:25])[F:24])[C:3]([F:22])([F:21])[C:4]1([C:11]([F:20])([F:19])[C:12]([F:18])([F:17])[C:13]([F:16])([F:15])[F:14])[O:8][CH:7]([CH2:9][OH:10])[CH2:6][O:5]1.[O-:28][C:29]#[N:30].[Na+].FC(F)(F)C([O-])=O.O>C(Cl)Cl>[F:17][C:12]([F:18])([C:13]([F:16])([F:15])[F:14])[C:11]([F:19])([F:20])[C:4]1([C:3]([F:21])([F:22])[C:2]([F:1])([F:27])[C:23]([F:24])([F:25])[F:26])[O:8][CH:7]([CH2:9][O:10][C:29](=[O:28])[NH2:30])[CH2:6][O:5]1 |f:1.2|. Reported procedure: A solution of 44.0 grams (0.1 mol) of 2,2-bis(heptafluoropropyl)-4-hydroxymethyl-1,3-dioxolane prepared by the method disclosed in patent application Ser. No. 873,660 filed Nov. 3, 1969, in 250 ml methylene dichloride is treated with 13.0 grams of sodium cyanate while 22.8 grams trifluoroacetate acid is added dropwise. The reaction is carried out at 25°-35° C. for 24 hours. After the reaction is completed, a small amount of water is added to dissolve the salts and the methylene dichloride soluti... Starting materials: C(C1=CC=CC=C1)OC=1C=C(CN2C=C(C(=C2)C2=CC=CC=C2)/C=C/C(=O)OCC)C=C(C1)OCC1=CC=CC=C1 (ethyl(E)-3-[1-(3,5-dibenzyloxybenzyl)-4-phenyl-3-pyrrolyl]propenoate), C(C)O (ethanol). The reagents and catalysts are [C].[Pd] (palladium-carbon). Run in O1CCCC1 (tetrahydrofuran). Reaction conditions: time 4 hour. Product: OC=1C=C(CN2C=C(C(=C2)C2=CC=CC=C2)CCC(=O)OCC)C=C(C1)O (ethyl 3-[1-(3,5-dihydroxybenzyl)-4-phenyl-3-pyrrolyl]propionate). Isolated yield 94.7%. RXN SMILES: C([O:8][C:9]1[CH:10]=[C:11]([CH:31]=[C:32]([O:34]CC2C=CC=CC=2)[CH:33]=1)[CH2:12][N:13]1[CH:17]=[C:16]([C:18]2[CH:23]=[CH:22][CH:21]=[CH:20][CH:19]=2)[C:15](/[CH:24]=[CH:25]/[C:26]([O:28][CH2:29][CH3:30])=[O:27])=[CH:14]1)C1C=CC=CC=1.C(O)C>[C].[Pd].O1CCCC1>[OH:8][C:9]1[CH:10]=[C:11]([CH:31]=[C:32]([OH:34])[CH:33]=1)[CH2:12][N:13]1[CH:17]=[C:16]([C:18]2[CH:19]=[CH:20][CH:21]=[CH:22][CH:23]=2)[C:15]([CH2:24][CH2:25][C:26]([O:28][CH2:29][CH3:30])=[O:27])=[CH:14]1 |f:2.3|. Procedure: A mixture of ethyl(E)-3-[1-(3,5-dibenzyloxybenzyl)-4-phenyl-3-pyrrolyl]propenoate (19.0 g), 5% palladium-carbon (40.0 g), ethanol (200 ml), and tetrahydrofuran (200 ml) was stirred for 4 hours at room temperature under a hydrogen atmosphere. After the palladium-carbon was removed by filtration, the filtrate was concentrated. The residue was subjected to silica gel column chromatography, and ethyl 3-[1-(3,5-dihydroxybenzyl)-4-phenyl-3-pyrrolyl]propionate (12.10 g, yield: 95%) was obtained as an o... Reactants: BrC1=C(C=C(C=C1)N)C (4-bromo-3-methyl-phenylamine), [OH-].[Na+] (NaOH), CC(=CC(=O)Cl)C (3,3-dimethylacryloyl chloride). Solvent: C(Cl)Cl (CH2Cl2), C(Cl)Cl (CH2Cl2). Reaction conditions: time 8 hour. Yields the product BrC1=C(C=C(C=C1)NC(C=C(C)C)=O)C (3-Methyl-but-2-enoic acid (4-bromo-3-methyl-phenyl)-amide). The yield is 98.6%. RXN SMILES: [Br:1][C:2]1[CH:7]=[CH:6][C:5]([NH2:8])=[CH:4][C:3]=1[CH3:9].[OH-].[Na+].[CH3:12][C:13]([CH3:18])=[CH:14][C:15](Cl)=[O:16]>C(Cl)Cl>[Br:1][C:2]1[CH:7]=[CH:6][C:5]([NH:8][C:15](=[O:16])[CH:14]=[C:13]([CH3:18])[CH3:12])=[CH:4][C:3]=1[CH3:9] |f:1.2|. Reported procedure: In accordance with Scheme 15, to the solution of 4-bromo-3-methyl-phenylamine (2 g, 1 eq.) in 5 mL of CH2Cl2 was added 10 mL of 2 M NaOH followed by dropwise addition of 3,3-dimethylacryloyl chloride (1.32 mL, 1.1 eq.) in 5 mL of CH2Cl2. The reaction was allowed to stir overnight and then partitioned between EtOAc and brine. The organic layer was separated, dried over Na2SO4, filtered and the solvent was removed in vacuo to afford 2.84 g (98.6%) of product Compound 53A as beige solid. Crude prod... Reactants: COc1ccc(C(OCC2OC(n3cc(C)c(=O)[nH]c3=O)CC2(O)COS(=O)(=O)c2ccc(C)cc2)(c2ccccc2)c2ccc(OC)cc2)cc1, CCOC(C)=O, N#C[K], CN(C)C=O. Yields the product COc1ccc(C(OCC2OC(n3cc(C)c(=O)[nH]c3=O)CC2(O)CC#N)(c2ccccc2)c2ccc(OC)cc2)cc1. As a reaction SMILES: [CH3:1][O:2][c:3]1[cH:4][cH:5][c:6]([C:7]([c:8]2[cH:9][cH:10][c:11]([O:14][CH3:15])[cH:12][cH:13]2)([c:16]2[cH:17][cH:18][cH:19][cH:20][cH:21]2)[O:22][CH2:23][CH:24]2[C:25]([OH:38])([CH2:39][O:40][S:41]([c:42]3[cH:43][cH:44][c:45]([CH3:46])[cH:47][cH:48]3)(=[O:49])=[O:50])[CH2:26][CH:27]([n:29]3[c:30](=[O:31])[nH:32][c:33](=[O:34])[c:35]([CH3:36])[cH:37]3)[O:28]2)[cH:51][cH:52]1.[CH3:61][CH2:62][O:63][C:64]([CH3:65])=[O:66].[K:53][C:54]#[N:55].[O:56]=[CH:57][N:58]([CH3:59])[CH3:60]>>[CH3:1][O:2][c:3]1[cH:4][cH:5][c:6]([C:7]([c:8]2[cH:9][cH:10][c:11]([O:14][CH3:15])[cH:12][cH:13]2)([c:16]2[cH:17][cH:18][cH:19][cH:20][cH:21]2)[O:22][CH2:23][CH:24]2[C:25]([OH:38])([CH2:39][C:54]#[N:55])[CH2:26][CH:27]([n:29]3[c:30](=[O:31])[nH:32][c:33](=[O:34])[c:35]([CH3:36])[cH:37]3)[O:28]2)[cH:51][cH:52]1. Reactants: ClC1=CC=C(C=C2C(C3=CC=CC=C3C2)=O)C=C1 (2-(p-chlorobenzylidene)-1-indanone), [OH-].[Na+] (NaOH), epoxide, OO (H2O2). Solvent: CO (MeOH), CO (MeOH). Yields the product ClC1=CC=C(C=C2C(C3=CC=CC4C3(C2)O4)=O)C=C1 (2-(p-Chlorobenzylidene)-1-indanone oxide). RXN SMILES: [Cl:1][C:2]1[CH:18]=[CH:17][C:5]([CH:6]=[C:7]2[CH2:15][C:14]3[C:9](=[CH:10][CH:11]=[CH:12][CH:13]=3)[C:8]2=[O:16])=[CH:4][CH:3]=1.[OH:19]O.[OH-].[Na+]>CO>[Cl:1][C:2]1[CH:3]=[CH:4][C:5]([CH:6]=[C:7]2[CH2:15][C:14]34[O:19][CH:13]3[CH:12]=[CH:11][CH:10]=[C:9]4[C:8]2=[O:16])=[CH:17][CH:18]=1 |f:2.3|. Reported procedure: Ten grams (0.039 mole) of 2-(p-chlorobenzylidene)-1-indanone is converted to the epoxide in 1 liter of MeOH, using 9.6 g (0.085 mole) of 30% H2O2 and 9.6 ml (0.039 mole) of 16% NaOH, as described in Example 1. Since the starting material is poorly soluble in MeOH it is oxidized as a suspension and the product separates during the course of the reaction (5 hours at 35°-38°). The crude yield is 10 g (94%); m.p. 162°-164°. Crystallization (of 9.7 g) from 70 ml of MeCN gives 8.8 g (86%) of nearly co... Starting materials: [Al+3], O=C(Cl)c1ccccc1, CC(=O)Nc1ccc2c(c1)CCC2, [Cl-], [Cl-], [Cl-], ClCCl, Cl, O. Yields the product CC(=O)Nc1cc2c(cc1C(=O)c1ccccc1)CCC2. Reaction SMILES: [Al+3:24].[C:14]([c:15]1[cH:16][cH:17][cH:18][cH:19][cH:20]1)(=[O:21])[Cl:22].[C:1]([CH3:2])(=[O:3])[NH:4][c:5]1[cH:6][c:7]2[c:11]([cH:12][cH:13]1)[CH2:10][CH2:9][CH2:8]2.[Cl-:23].[Cl-:25].[Cl-:26].[Cl:28][CH2:29][Cl:30].[ClH:27].[OH2:31]>>[C:1]([CH3:2])(=[O:3])[NH:4][c:5]1[cH:6][c:7]2[c:11]([cH:12][c:13]1[C:14]([c:15]1[cH:16][cH:17][cH:18][cH:19][cH:20]1)=[O:21])[CH2:10][CH2:9][CH2:8]2.